Dataset: the Open Reaction Database (ORD), a public repository of structured organic reaction records. Task: describe an organic reaction: reactants, conditions, products, and yield Starting materials: COc1ccc2c(c1)C(C)(C)C(C)=N2, Clc1ccccc1Cl, O=[N+]([O-])c1cc(CI)cc([N+](=O)[O-])c1. Product: COc1ccc2c(c1)C(C)(C)C(C)=[N+]2Cc1cc([N+](=O)[O-])cc([N+](=O)[O-])c1, [I-]. RXN SMILES: [CH3:1][O:2][c:3]1[cH:4][c:5]2[c:9]([cH:10][cH:11]1)[N:8]=[C:7]([CH3:12])[C:6]2([CH3:13])[CH3:14].[Cl:29][c:30]1[c:31]([Cl:32])[cH:33][cH:34][cH:35][cH:36]1.[N+:15](=[O:16])([O-:17])[c:18]1[cH:19][c:20]([CH2:21][I:22])[cH:23][c:24]([N+:26](=[O:27])[O-:28])[cH:25]1>>[CH3:1][O:2][c:3]1[cH:4][c:5]2[c:9]([cH:10][cH:11]1)[N+:8]([CH2:21][c:20]1[cH:19][c:18]([N+:15](=[O:16])[O-:17])[cH:25][c:24]([N+:26](=[O:27])[O-:28])[cH:23]1)=[C:7]([CH3:12])[C:6]2([CH3:13])[CH3:14].[I-:22]. Starting materials: CCOC(C)=O, CC(C)CCN(CCC(C)C)C(=O)c1ccc2nc(Nc3ccc([N+](=O)[O-])cc3)n(CCCNC(=O)OC(C)(C)C)c2c1, CO. Product: CC(C)CCN(CCC(C)C)C(=O)c1ccc2nc(Nc3ccc(N)cc3)n(CCCNC(=O)OC(C)(C)C)c2c1. Reaction SMILES: [C:46]([O:47][CH2:48][CH3:49])(=[O:50])[CH3:51].[CH3:1][CH:2]([CH2:3][CH2:4][N:5]([C:6](=[O:7])[c:8]1[cH:9][cH:10][c:11]2[c:12]([n:13]([CH2:26][CH2:27][CH2:28][NH:29][C:30]([O:31][C:32]([CH3:33])([CH3:34])[CH3:35])=[O:36])[c:14]([NH:16][c:17]3[cH:18][cH:19][c:20]([N+:23]([O-:24])=[O:25])[cH:21][cH:22]3)[n:15]2)[cH:37]1)[CH2:38][CH2:39][CH:40]([CH3:41])[CH3:42])[CH3:43].[CH3:44][OH:45]>>[CH3:1][CH:2]([CH2:3][CH2:4][N:5]([C:6](=[O:7])[c:8]1[cH:9][cH:10][c:11]2[c:12]([n:13]([CH2:26][CH2:27][CH2:28][NH:29][C:30]([O:31][C:32]([CH3:33])([CH3:34])[CH3:35])=[O:36])[c:14]([NH:16][c:17]3[cH:18][cH:19][c:20]([NH2:23])[cH:21][cH:22]3)[n:15]2)[cH:37]1)[CH2:38][CH2:39][CH:40]([CH3:41])[CH3:42])[CH3:43]. The reactants are NC1=CC(=CC2=C1OCCC21C(NC(S1)=O)=O)F ((±)-8-amino-6-fluoro-2,3-dihydrospiro[4H-1-benzopyran-4,5'-thiazolidine]-2',4'-dione), F[B-](F)(F)F.[H+] (tetrafluoroboric acid), N(=O)[O-].[Na+] (sodium nitrite). The solvent is O (water). Run at time 90 minute. Product: FC=1C=C(C2=C(C1)C1(C(NC(S1)=O)=O)CCO2)O ((±)-6-fluoro-8-hydroxy-2,3-dihydrospiro[4H-1-benzopyran-4,5'-thiazolidine]-2',4'-dione). RXN SMILES: N[C:2]1[C:7]2[O:8][CH2:9][CH2:10][C:11]3([S:15][C:14](=[O:16])[NH:13][C:12]3=[O:17])[C:6]=2[CH:5]=[C:4]([F:18])[CH:3]=1.F[B-](F)(F)F.[H+].N([O-])=[O:26].[Na+]>O>[F:18][C:4]1[CH:3]=[C:2]([OH:26])[C:7]2[O:8][CH2:9][CH2:10][C:11]3([S:15][C:14](=[O:16])[NH:13][C:12]3=[O:17])[C:6]=2[CH:5]=1 |f:1.2,3.4|. Reported procedure: 268 mg of (±)-8-amino-6-fluoro-2,3-dihydrospiro[4H-1-benzopyran-4,5'-thiazolidine]-2',4'-dione were introduced into 3 ml of 50% tetrafluoroboric acid and the mixture was treated dropwise in an ice-bath with a solution of 76 mg of sodium nitrite in 0.3 ml of water. The mixture was subsequently stirred at room temperature for 90 minutes and then excess nitrite was destroyed by the addition of some urea. The solution of the diazonium salt was introduced in one portion into a solution of 12.08 g of ... The reactants are CO, COC(=O)c1c(-c2ccccc2Cl)c2cc(C)cc(C)c2n1C(=O)c1ccccc1Cl, Cl, [Na+], [OH-]. Product: COC(=O)c1c(-c2ccccc2Cl)c2cc(C)cc(C)c2n1C. RXN SMILES: [CH3:35][OH:36].[Cl:1][c:2]1[cH:3][cH:5][cH:28][cH:29][c:30]1[C:4]([n:6]1[c:7]([C:24](=[O:25])[O:26][CH3:27])[c:8](-[c:17]2[c:18]([Cl:23])[cH:19][cH:20][cH:21][cH:22]2)[c:9]2[cH:10][c:11]([CH3:16])[cH:12][c:13]([CH3:15])[c:14]12)=[O:31].[ClH:34].[Na+:33].[OH-:32]>>[CH3:4][n:6]1[c:7]([C:24](=[O:25])[O:26][CH3:27])[c:8](-[c:17]2[c:18]([Cl:23])[cH:19][cH:20][cH:21][cH:22]2)[c:9]2[cH:10][c:11]([CH3:16])[cH:12][c:13]([CH3:15])[c:14]12. Starting materials: ClC=1C=C2C=C(NC2=CC1)C(C)C (5-chloro-2-isopropylindole), [H-].[Na+] (sodium hydride), [Cl-].[NH4+] (ammonium chloride), ClCC1=CC=C(O1)C(=O)OCC (ethyl 5-(chloromethyl)furan-2-carboxylate). Solvent: CN(C=O)C (N,N-dimethylformamide). Reaction conditions: time 30 minute. Product: ClC=1C=C2C=C(N(C2=CC1)CC1=CC=C(O1)C(=O)OCC)C(C)C (Ethyl 5-(5-chloro-2-isopropylindol-1-ylmethyl)furan-2-carboxylate). As a reaction SMILES: [Cl:1][C:2]1[CH:3]=[C:4]2[C:8](=[CH:9][CH:10]=1)[NH:7][C:6]([CH:11]([CH3:13])[CH3:12])=[CH:5]2.[H-].[Na+].Cl[CH2:17][C:18]1[O:22][C:21]([C:23]([O:25][CH2:26][CH3:27])=[O:24])=[CH:20][CH:19]=1.[Cl-].[NH4+]>CN(C)C=O>[Cl:1][C:2]1[CH:3]=[C:4]2[C:8](=[CH:9][CH:10]=1)[N:7]([CH2:17][C:18]1[O:22][C:21]([C:23]([O:25][CH2:26][CH3:27])=[O:24])=[CH:20][CH:19]=1)[C:6]([CH:11]([CH3:13])[CH3:12])=[CH:5]2 |f:1.2,4.5|. Procedure: To a solution of 5-chloro-2-isopropylindole (136 mg) in N,N-dimethylformamide (2 mL) was added sodium hydride (dispersed in liquid paraffin, minimum 55%, 32 mg) under cooling with ice, and the mixture was stirred for 30 minutes. Then ethyl 5-(chloromethyl)furan-2-carboxylate (0.107 mL) was added, and the mixture was stirred at 60° C. for 20 hours. A saturated aqueous ammonium chloride solution was added to the reaction mixture and this resulting mixture was extracted with ethyl acetate. The aque... Reactants: Cl.C(C)N=C=NCCCN(C)C (1-ethyl-3-(3-dimethylaminopropyl)-carbodiimide hydrochloride), C(CCC)OCCOC1=CC=C(C=C1)C=1C=CC2=C(C=C(CCN2C(C(F)(F)F)=O)C(=O)O)C1 (7-[4-(2-butoxyethoxy)phenyl]-1-(2,2,2-trifluoroacetyl)-2,3-dihydro-1-benzazepine-4-carboxylic acid), NC1=CC(=C(C=C1)C(O)C1=NC=CC=C1)C(F)(F)F ([4-amino-2-(trifluoromethyl)phenyl](2-pyridyl)methanol), O.ON1N=NC2=C1C=CC=C2 (1-hydroxybenzotriazole monohydrate). The reagents and catalysts are CN(C)C1=CC=NC=C1 (4-(N,N-dimethylamino)pyridine). Run in CN(C)C=O (DMF), O (Water). Conditions: time 8 hour. The product is C(CCC)OCCOC1=CC=C(C=C1)C=1C=CC2=C(C=C(CCN2C(C(F)(F)F)=O)C(=O)NC2=CC(=C(C=C2)C(C2=NC=CC=C2)O)C(F)(F)F)C1 (7-[4-(2-butoxyethoxy)phenyl]-N-[4-[hydroxy(2-pyridyl)methyl]-3-trifluoromethylphenyl]-1-(2,2,2-trifluoroacetyl)-2,3-dihydro-1-benzazepine-4-carboxamide). The yield is 52.5%. RXN SMILES: [CH2:1]([O:5][CH2:6][CH2:7][O:8][C:9]1[CH:14]=[CH:13][C:12]([C:15]2[CH:16]=[CH:17][C:18]3[N:24]([C:25](=[O:30])[C:26]([F:29])([F:28])[F:27])[CH2:23][CH2:22][C:21]([C:31](O)=[O:32])=[CH:20][C:19]=3[CH:34]=2)=[CH:11][CH:10]=1)[CH2:2][CH2:3][CH3:4].[NH2:35][C:36]1[CH:41]=[CH:40][C:39]([CH:42]([C:44]2[CH:49]=[CH:48][CH:47]=[CH:46][N:45]=2)[OH:43])=[C:38]([C:50]([F:53])([F:52])[F:51])[CH:37]=1.O.ON1C2C=CC=CC=2N=N1.Cl.C(N=C=NCCCN(C)C)C>CN(C1C=CN=CC=1)C.O.CN(C=O)C>[CH2:1]([O:5][CH2:6][CH2:7][O:8][C:9]1[CH:10]=[CH:11][C:12]([C:15]2[CH:16]=[CH:17][C:18]3[N:24]([C:25](=[O:30])[C:26]([F:29])([F:27])[F:28])[CH2:23][CH2:22][C:21]([C:31]([NH:35][C:36]4[CH:41]=[CH:40][C:39]([CH:42]([OH:43])[C:44]5[CH:49]=[CH:48][CH:47]=[CH:46][N:45]=5)=[C:38]([C:50]([F:53])([F:51])[F:52])[CH:37]=4)=[O:32])=[CH:20][C:19]=3[CH:34]=2)=[CH:13][CH:14]=1)[CH2:2][CH2:3][CH3:4] |f:2.3,4.5|. Reported procedure: To a solution of 7-[4-(2-butoxyethoxy)phenyl]-1-(2,2,2-trifluoroacetyl)-2,3-dihydro-1-benzazepine-4-carboxylic acid (500 mg) was added a solution of [4-amino-2-(trifluoromethyl)phenyl](2-pyridyl)methanol (366 mg) and 1-hydroxybenzotriazole monohydrate (210 mg) in. DMF (15 ml), and catalytic amount of 4-(N,N-dimethylamino)pyridine and then, 1-ethyl-3-(3-dimethylaminopropyl)-carbodiimide hydrochloride (263 mg) was added to the mixture, and the mixture was stirred overnight under nitrogen atmospher... The reactants are O=C(O)C(Oc1cccc(C(F)(F)F)c1)c1ccc(Cl)cc1, ClC(Cl)Cl, O=S(Cl)Cl. Product: O=C(Cl)C(Oc1cccc(C(F)(F)F)c1)c1ccc(Cl)cc1. RXN SMILES: [Cl:1][c:2]1[cH:3][cH:4][c:5]([CH:8]([C:9](=[O:10])[OH:11])[O:12][c:13]2[cH:14][c:15]([C:19]([F:20])([F:21])[F:22])[cH:16][cH:17][cH:18]2)[cH:6][cH:7]1.[Cl:27][CH:28]([Cl:29])[Cl:30].[S:23]([Cl:24])([Cl:25])=[O:26]>>[Cl:1][c:2]1[cH:3][cH:4][c:5]([CH:8]([C:9](=[O:10])[Cl:25])[O:12][c:13]2[cH:14][c:15]([C:19]([F:20])([F:21])[F:22])[cH:16][cH:17][cH:18]2)[cH:6][cH:7]1.